This data is from the Open Reaction Database (ORD), a public repository of structured organic reaction records. The task is: describe an organic reaction: reactants, conditions, products, and yield Reactants: [Li]C(C)(C)C, CCCCC, CCOCC, COC(=O)c1ccc(Cl)c2nc(Nc3c(C)cc(Cl)cc3OC)n(C)c12, O. Product: COc1cc(Cl)cc(C)c1Nc1nc2c(Cl)ccc(C(=O)C(C)(C)C)c2n1C. Reaction SMILES: [C:6]([CH3:7])([CH3:8])([CH3:9])[Li:10].[CH3:1][CH2:2][CH2:3][CH2:4][CH3:5].[CH3:37][CH2:38][O:39][CH2:40][CH3:41].[Cl:11][c:12]1[cH:13][cH:14][c:15]([C:33](=[O:34])[O:35][CH3:36])[c:16]2[n:17]([CH3:32])[c:18]([NH:21][c:22]3[c:23]([O:30][CH3:31])[cH:24][c:25]([Cl:29])[cH:26][c:27]3[CH3:28])[n:19][c:20]12.[OH2:42]>>[C:6]([CH3:7])([CH3:8])([CH3:9])[C:33]([c:15]1[cH:14][cH:13][c:12]([Cl:11])[c:20]2[c:16]1[n:17]([CH3:32])[c:18]([NH:21][c:22]1[c:23]([O:30][CH3:31])[cH:24][c:25]([Cl:29])[cH:26][c:27]1[CH3:28])[n:19]2)=[O:34]. Reactants: C([O-])(O)=O.[K+] (potassium bicarbonate), C(C)OC(C(CCC)CNC1CCCC1)=O ((rac)-2-cyclopentylaminomethyl-pentanoic acid ethyl ester), ClC1=NC=C(C(=N1)Cl)[N+](=O)[O-] (2,4-dichloro-5-nitro-pyrimidine). Solvent: O (water), C(C)OCC (ethyl ether). Conditions: time 3 hour. Yields the product C(C)OC(C(CCC)CN(C1CCCC1)C1=NC(=NC=C1[N+](=O)[O-])Cl)=O ((rac)-2-{[(2-chloro-5-nitro-pyrimidin-4-yl)-cyclopentyl-amino]-methyl}-pentanoic acid ethyl ester). The yield is 72.8%. As a reaction SMILES: [CH2:1]([O:3][C:4](=[O:16])[CH:5]([CH2:9][NH:10][CH:11]1[CH2:15][CH2:14][CH2:13][CH2:12]1)[CH2:6][CH2:7][CH3:8])[CH3:2].[Cl:17][C:18]1[N:23]=[C:22](Cl)[C:21]([N+:25]([O-:27])=[O:26])=[CH:20][N:19]=1.C(=O)(O)[O-].[K+]>O.C(OCC)C>[CH2:1]([O:3][C:4](=[O:16])[CH:5]([CH2:9][N:10]([C:20]1[C:21]([N+:25]([O-:27])=[O:26])=[CH:22][N:23]=[C:18]([Cl:17])[N:19]=1)[CH:11]1[CH2:12][CH2:13][CH2:14][CH2:15]1)[CH2:6][CH2:7][CH3:8])[CH3:2] |f:2.3|. Procedure: A solution of 1.14 g (0.005 mole) of (rac)-2-cyclopentylaminomethyl-pentanoic acid ethyl ester in 25 mL of water was added dropwise to a solution of 0.97 g (0.005 mole) of 2,4-dichloro-5-nitro-pyrimidine in 25 mL of ethyl ether. At 0 degrees, 1.0 g (0.010 mole) of potassium bicarbonate was added. The mixture was stirred at ambient temperature for 3 hours. The layers were then separated, and the aqueous layer extracted twice with 30 mL of ether. The combined organic layers were dried over anhydro... Starting materials: CCOC(=O)C(F)(F)Br, O=C([O-])[O-], CC#N, O=[N+]([O-])c1ccc(C2=NOC(c3cc(Cl)cc(Cl)c3)(C(F)(F)F)C2)cc1O, [K+], [K+], O. The product is O=[N+]([O-])c1ccc(C2=NOC(c3cc(Cl)cc(Cl)c3)(C(F)(F)F)C2)cc1OC(F)F. Reaction SMILES: [Br:28][C:29]([C:30]([O:31][CH2:32][CH3:33])=[O:34])([F:35])[F:36].[C:37](=[O:38])([O-:39])[O-:40].[CH3:43][C:44]#[N:45].[Cl:1][c:2]1[cH:3][c:4]([C:9]2([C:24]([F:25])([F:26])[F:27])[CH2:10][C:11]([c:14]3[cH:15][c:16]([OH:23])[c:17]([N+:20](=[O:21])[O-:22])[cH:18][cH:19]3)=[N:12][O:13]2)[cH:5][c:6]([Cl:8])[cH:7]1.[K+:41].[K+:42].[OH2:46]>>[Cl:1][c:2]1[cH:3][c:4]([C:9]2([C:24]([F:25])([F:26])[F:27])[CH2:10][C:11]([c:14]3[cH:15][c:16]([O:23][CH:29]([F:35])[F:36])[c:17]([N+:20](=[O:21])[O-:22])[cH:18][cH:19]3)=[N:12][O:13]2)[cH:5][c:6]([Cl:8])[cH:7]1. Starting materials: C1(=CC=C(C=C1)S(=O)(=O)N1C=NC=C1)C (1-(toluene-p-sulphonyl)imidazole), BrC1=CC=C(C(=O)C2=CC=CC=C2)C=C1 (4-bromobenzophenone), solution, C(CCC)[Li] (butyllithium), CCCCCC (n-hexane), [Cl-].[Na+] (sodium chloride). Run in C(C)OCC (diethyl ether), O1CCCC1 (tetrahydrofuran), C(C)OCC (diethyl ether), C(C)OCC (diethyl ether), O1CCCC1 (tetrahydrofuran). Run at time 1 hour. Product: BrC1=CC=C(C=C1)C(O)(C=1N(C=CN1)S(=O)(=O)C1=CC=C(C=C1)C)C1=CC=CC=C1 (α-(p-bromophenyl)-α-phenyl-1-(toluene-p-sulphonyl)imidazole-2-methanol). RXN SMILES: [C:1]1([CH3:15])[CH:6]=[CH:5][C:4]([S:7]([N:10]2[CH:14]=[CH:13][N:12]=[CH:11]2)(=[O:9])=[O:8])=[CH:3][CH:2]=1.C([Li])CCC.CCCCCC.[Br:27][C:28]1[CH:41]=[CH:40][C:31]([C:32]([C:34]2[CH:39]=[CH:38][CH:37]=[CH:36][CH:35]=2)=[O:33])=[CH:30][CH:29]=1.[Cl-].[Na+]>C(OCC)C.O1CCCC1>[Br:27][C:28]1[CH:29]=[CH:30][C:31]([C:32]([C:34]2[CH:35]=[CH:36][CH:37]=[CH:38][CH:39]=2)([C:11]2[N:10]([S:7]([C:4]3[CH:3]=[CH:2][C:1]([CH3:15])=[CH:6][CH:5]=3)(=[O:8])=[O:9])[CH:14]=[CH:13][N:12]=2)[OH:33])=[CH:40][CH:41]=1 |f:4.5|. Procedure: To a solution of 33.3 g. (0.15 mol) of 1-(toluene-p-sulphonyl)imidazole (H. A. Staab and K. Wendel, Ber. 93, (1960) 2902) in 300 ml. of anhydrous tetrahydrofuran and 150 ml. of anhydrous diethyl ether at a temperature of -40° to -50° C. under a nitrogen atmosphere were added drop-wise 91 ml. of a 20% solution of butyllithium in n-hexane (0.20 mol.) dissolved in 150 ml. of anhydrous diethyl ether. Upon completion of the addition, the mixture was kept at a temperature of -40° to -50° C. for one ho...